From a dataset of the Open Reaction Database (ORD), a public repository of structured organic reaction records. describe an organic reaction: reactants, conditions, products, and yield Starting materials: ClC(=O)N1[C@H](CN(C[C@H]1C)C(=O)OC(C)(C)C)C (cis 1-chlorocarbonyl-2,6-dimethyl-4-tert-butoxycarbonylpiperazine), FC1=C(CO)C=CC=C1F (2,3-difluorobenzyl alcohol). Product: Cl.C[C@@H]1N([C@@H](CNC1)C)C(=O)OCC1=C(C(=CC=C1)F)F (2,3-Difluorobenzyl cis-2,6-dimethylpiperazine-1-carboxylate hydrochloride), product. Isolated yield 57.0%. Reaction SMILES: [Cl:1][C:2]([N:4]1[C@H:9]([CH3:10])[CH2:8][N:7](C(OC(C)(C)C)=O)[CH2:6][C@@H:5]1[CH3:18])=[O:3].[F:19][C:20]1[C:27]([F:28])=[CH:26][CH:25]=[CH:24][C:21]=1[CH2:22][OH:23]>>[ClH:1].[CH3:18][C@H:5]1[CH2:6][NH:7][CH2:8][C@@H:9]([CH3:10])[N:4]1[C:2]([O:23][CH2:22][C:21]1[CH:24]=[CH:25][CH:26]=[C:27]([F:28])[C:20]=1[F:19])=[O:3] |f:2.3|. Procedure details: 2,3-Difluorobenzyl cis-2,6-dimethylpiperazine-1-carboxylate hydrochloride was prepared from cis 1-chlorocarbonyl-2,6-dimethyl-4-tert-butoxycarbonylpiperazine and 2,3-difluorobenzyl alcohol according to the methods described for Examples 52 and 54 to give the product as a white solid (0.1846 g, 57% overall); (Found: C, 52.4; H, 6.0; N, 8.6%. C14H18F2N2O2.HCl requires C, 52.4; H, 6.0; N, 8.7%); δH (400 MHz, DMSO-d6) 10.07 (1H, br), 9.33 (1H, br), 7.44 (1H, m), 7.28 (2H, m), 5.21 (2H, s), 4.30 (2H,...